Dataset: the Open Reaction Database (ORD), a public repository of structured organic reaction records. Task: describe an organic reaction: reactants, conditions, products, and yield Reactants: S(=O)(Cl)Cl (thionyl chloride), CC1=C(N)C=CC=C1[N+](=O)[O-] (2-methyl-3-nitroaniline), ClC(=O)OCC (ethyl chloroformate), CI (methyl iodide), C(CC(=O)OCC)(=O)OCC (Diethyl malonate), C(C1=CC=CC=C1)(=O)O (benzoic acid), anhydride, [H-].[Na+] (sodium hydride), [Mn](=O)(=O)(=O)[O-].[K+] (Potassium permanganate). The solvent is O1CCOCC1 (1,4-dioxane), O (water), N1=CC=CC=C1 (pyridine), O1CCOCC1 (1,4-dioxane), O (water). Conditions: temperature 65 celsius, time 1 hour. Product: C(C)OC(=O)C=1C(N(C2=CC=CC(=C2C1O)[N+](=O)[O-])C)=O (1,2-Dihydro-4-hydroxy-5-nitro-1-methyl-2-oxo-quinoline-3-carboxylic Acid Ethyl Ester). Isolated yield 60.7%. RXN SMILES: C[C:2]1[C:8]([N+:9]([O-:11])=[O:10])=[CH:7][CH:6]=[CH:5][C:3]=1[NH2:4].Cl[C:13]([O:15][CH2:16][CH3:17])=[O:14].[Mn]([O-])(=O)(=O)=O.[K+].[C:24](O)(=O)C1C=CC=CC=1.S(Cl)(Cl)=O.[H-].[Na+].CI.[C:41]([O:49]CC)(=O)[CH2:42][C:43]([O:45]CC)=O>O1CCOCC1.N1C=CC=CC=1.O>[CH2:16]([O:15][C:13]([C:42]1[C:41](=[O:49])[N:4]([CH3:24])[C:3]2[C:2]([C:43]=1[OH:45])=[C:8]([N+:9]([O-:11])=[O:10])[CH:7]=[CH:6][CH:5]=2)=[O:14])[CH3:17] |f:2.3,6.7|. Procedure: A mixture of 2-methyl-3-nitroaniline (54.8 g, 0.36 mol) and ethyl chloroformate (100 ml, 1 mol) in 1,4-dioxane (500 ml) was heated at 65° C. for 24 hours. The clear solution was evaporated to dryness to give white crystals in quantitative yield. The crystals were dissolved in pyridine (250 ml) and water (250 ml) and warmed to 80° C. Potassium permanganate (142 g, 0.9 mol) was added portionwise during 4 hours, maintaining the temperature at 80-95° C. After another 1 hour, the black mixture was fi... The reactants are CC(C)(C#N)c1cccc(C(=O)O)c1, CCN=C=NCCCN(C)C, CN(C)C=O, Cl, Nc1cccc(Oc2ccc3nc(NC(=O)C4CC4)cn3n2)c1, On1nnc2ccccc21. The product is CC(C)(C#N)c1cccc(C(=O)Nc2cccc(Oc3ccc4nc(NC(=O)C5CC5)cn4n3)c2)c1. Reaction SMILES: [C:24](#[N:25])[C:26]([CH3:27])([CH3:28])[c:29]1[cH:30][c:31]([C:32](=[O:33])[OH:34])[cH:35][cH:36][cH:37]1.[CH3:39][N:40]([CH3:41])[CH2:42][CH2:43][CH2:44][N:45]=[C:46]=[N:47][CH2:48][CH3:49].[CH3:60][N:61]([CH3:62])[CH:63]=[O:64].[ClH:38].[NH2:1][c:2]1[cH:3][c:4]([O:5][c:6]2[cH:7][cH:8][c:9]3[n:10]([n:11]2)[cH:12][c:13]([NH:15][C:16](=[O:17])[CH:18]2[CH2:19][CH2:20]2)[n:14]3)[cH:21][cH:22][cH:23]1.[OH:50][n:51]1[c:52]2[cH:53][cH:54][cH:55][cH:56][c:57]2[n:58][n:59]1>>[NH:1]([c:2]1[cH:3][c:4]([O:5][c:6]2[cH:7][cH:8][c:9]3[n:10]([n:11]2)[cH:12][c:13]([NH:15][C:16](=[O:17])[CH:18]2[CH2:19][CH2:20]2)[n:14]3)[cH:21][cH:22][cH:23]1)[C:32]([c:31]1[cH:30][c:29]([C:26]([C:24]#[N:25])([CH3:27])[CH3:28])[cH:37][cH:36][cH:35]1)=[O:33]. The reactants are Cc1c([N+](=O)[O-])cccc1S(N)(=O)=O, [K+], O=[Mn](=O)(=O)[O-], O. Yields the product O=C1NS(=O)(=O)c2cccc([N+](=O)[O-])c21. RXN SMILES: [CH3:1][c:2]1[c:3]([S:11](=[O:12])(=[O:13])[NH2:14])[cH:4][cH:5][cH:6][c:7]1[N+:8](=[O:9])[O-:10].[K+:20].[Mn:15](=[O:16])([O-:17])(=[O:18])=[O:19].[OH2:21]>>[C:1]1(=[O:16])[c:2]2[c:3]([cH:4][cH:5][cH:6][c:7]2[N+:8](=[O:9])[O-:10])[S:11](=[O:12])(=[O:13])[NH:14]1. Starting materials: 10g, steel, C(C1=CC=CC=C1)(=O)OCCN1C=NC=2C(=NC=3C=CC=CC3C21)Cl (1-(2-benzoyloxyethyl)-4-chloro-1H-imidazo[4,5-c]quinoline), N (ammonia). Solvent: CO (methanol), Cl (hydrochloric acid). Yields the product O.Cl.OCCN1C=NC=2C(=NC=3C=CC=CC3C21)N (1-(2-hydroxyethyl)-1H-imidazo[4,5-c]quinolin-4-amine hydrochloride hydrate). As a reaction SMILES: C([O:9][CH2:10][CH2:11][N:12]1[C:24]2[C:23]3[CH:22]=[CH:21][CH:20]=[CH:19][C:18]=3[N:17]=[C:16]([Cl:25])[C:15]=2[N:14]=[CH:13]1)(=[O:8])C1C=CC=CC=1.[NH3:26]>CO.Cl>[OH2:8].[ClH:25].[OH:9][CH2:10][CH2:11][N:12]1[C:24]2[C:23]3[CH:22]=[CH:21][CH:20]=[CH:19][C:18]=3[N:17]=[C:16]([NH2:26])[C:15]=2[N:14]=[CH:13]1 |f:4.5.6|. Procedure: A mixture of 1.3 g (0.0037 mole) of 1-(2-benzoyloxyethyl)-4-chloro-1H-imidazo[4,5-c]quinoline (from Example 117) in 60 ml of methanol was saturated with about 10g of ammonia gas. The mixture was heated at 150° C. in a steel bomb for ten hours. The mixture was evaporated, and the residue was slurried in diethyl ether and filtered. The solid obtained was slurried in methanolic hydrochloric acid to provide off-white solid 1-(2-hydroxyethyl)-1H-imidazo[4,5-c]quinolin-4-amine hydrochloride hydrate, m...